This data is from the Open Reaction Database (ORD), a public repository of structured organic reaction records. The task is: describe an organic reaction: reactants, conditions, products, and yield Reactants: CCCCCC(=O)Cl, NS(=O)(=O)c1ccccc1NC(=O)c1cccc(OCc2ccccc2)c1, CC(C)(C)[O-], [Cl-], [K+], [NH4+], C1CCOC1. The product is CCCCCC(=O)NS(=O)(=O)c1ccccc1NC(=O)c1cccc(OCc2ccccc2)c1. RXN SMILES: [C:34]([CH2:35][CH2:36][CH2:37][CH2:38][CH3:39])(=[O:40])[Cl:41].[CH2:7]([c:8]1[cH:9][cH:10][cH:11][cH:12][cH:13]1)[O:14][c:15]1[cH:16][c:17]([C:18](=[O:19])[NH:20][c:21]2[c:22]([S:27](=[O:28])(=[O:29])[NH2:30])[cH:23][cH:24][cH:25][cH:26]2)[cH:31][cH:32][cH:33]1.[CH3:1][C:2]([CH3:3])([O-:4])[CH3:5].[Cl-:42].[K+:6].[NH4+:43].[O:44]1[CH2:45][CH2:46][CH2:47][CH2:48]1>>[CH2:7]([c:8]1[cH:9][cH:10][cH:11][cH:12][cH:13]1)[O:14][c:15]1[cH:16][c:17]([C:18](=[O:19])[NH:20][c:21]2[c:22]([S:27](=[O:28])(=[O:29])[NH:30][C:34]([CH2:35][CH2:36][CH2:37][CH2:38][CH3:39])=[O:40])[cH:23][cH:24][cH:25][cH:26]2)[cH:31][cH:32][cH:33]1. Starting materials: CC(C)CCOCCCCCCBr, OCCCCCCO. The product is CC(C)CCOCCCCCCOCCCCCCO. As a reaction SMILES: [Br:1][CH2:2][CH2:3][CH2:4][CH2:5][CH2:6][CH2:7][O:8][CH2:9][CH2:10][CH:11]([CH3:12])[CH3:13].[CH2:14]([CH2:15][CH2:16][CH2:17][CH2:18][CH2:19][OH:20])[OH:21]>>[CH2:2]([CH2:3][CH2:4][CH2:5][CH2:6][CH2:7][O:8][CH2:9][CH2:10][CH:11]([CH3:12])[CH3:13])[O:20][CH2:19][CH2:18][CH2:17][CH2:16][CH2:15][CH2:14][OH:21]. The reactants are C1CO1 (ethylene oxide), C(C)(C)(C)[Li] (t-butyl lithium), CCCCC (pentane), BrC=1C=C(C=CC1)C1=CC=CC=C1 (3-bromobiphenyl), C1CO1 (ethylene oxide), Cl (HCl). The solvent is O (water), C(C)OCC (diethyl ether). Run at temperature -78 celsius, time 30 minute. Product: C1(=CC(=CC=C1)CCO)C1=CC=CC=C1 (2-(3-biphenylyl)ethanol). As a reaction SMILES: Br[C:2]1[CH:3]=[C:4]([C:8]2[CH:13]=[CH:12][CH:11]=[CH:10][CH:9]=2)[CH:5]=[CH:6][CH:7]=1.C([Li])(C)(C)C.CCCCC.[CH2:24]1[O:26][CH2:25]1.Cl>C(OCC)C.O>[C:4]1([C:8]2[CH:13]=[CH:12][CH:11]=[CH:10][CH:9]=2)[CH:5]=[CH:6][CH:7]=[C:2]([CH2:24][CH2:25][OH:26])[CH:3]=1. Reported procedure: To a solution of 3-bromobiphenyl (18 g, 77 mmol) in diethyl ether (150 ml) under N2 cooled to −78° C. was added 1.6 M t-butyl lithium in pentane (100 ml, 0.16 mole) via cannula over a 15 minute period. The solution was stirred 30 minutes at −78° C., ethylene oxide (9 g, 0.2 mole added and the reaction mixture allowed to warm to room temperature over a 1 hour period. The solution was boiled briefly to drive off excess ethylene oxide, transferred to a separatory funnel, a small volume of water add... The reactants are [O-]CC.[Na+] (sodium ethoxide), BrC1=CC=C(C=C1)NC(C(C)C)=S (N-(4-bromophenyl)isobutyrthioamide), C(C)O (ethanol), ICC (iodoethane). The solvent is ClCCl (dichloromethane). Reaction conditions: temperature 60 celsius, time 6 hour. The product is C(C)SC(C(C)C)=NC1=CC=C(C=C1)Br (N-[1-(ethylsulfanyl)isobutylidene]-4-bromoaniline). Isolated yield 90.8%. Reaction SMILES: [O-][CH2:2][CH3:3].[Na+].[Br:5][C:6]1[CH:11]=[CH:10][C:9]([NH:12][C:13](=[S:17])[CH:14]([CH3:16])[CH3:15])=[CH:8][CH:7]=1.C(O)C.ICC>ClCCl>[CH2:2]([S:17][C:13](=[N:12][C:9]1[CH:8]=[CH:7][C:6]([Br:5])=[CH:11][CH:10]=1)[CH:14]([CH3:15])[CH3:16])[CH3:3] |f:0.1|. Procedure details: In a 300 mL three-neck flask were put 3.4 g (50 mmol) of sodium ethoxide, 13 g (50 mmol) of N-(4-bromophenyl)isobutyrthioamide synthesized in Step 2, and 80 mL of ethanol, and the mixture was stirred at room temperature for 2 hours. After the stirring, 4.0 mL of iodoethane was added to this mixture, and the mixture was stirred at 60° C. for 6 hours. After the stirring, ethanol was distilled off to give a brown oily substance. This oily substance was dissolved in dichloromethane, and washed with ...